The task is: describe an organic reaction: reactants, conditions, products, and yield. This data is from the Open Reaction Database (ORD), a public repository of structured organic reaction records. Starting materials: C, Cc1cc(NC(=O)c2cc(C)nn2C)cc(Oc2ccc([N+](=O)[O-])nc2)c1, CO, [Pd]. The product is Cc1cc(NC(=O)c2cc(C)nn2C)cc(Oc2ccc(N)nc2)c1. Reaction SMILES: [C:28].[CH3:1][n:2]1[n:3][c:4]([CH3:27])[cH:5][c:6]1[C:7](=[O:8])[NH:9][c:10]1[cH:11][c:12]([CH3:26])[cH:13][c:14]([O:16][c:17]2[cH:18][n:19][c:20]([N+:23]([O-:24])=[O:25])[cH:21][cH:22]2)[cH:15]1.[CH3:30][OH:31].[Pd:29]>>[CH3:1][n:2]1[n:3][c:4]([CH3:27])[cH:5][c:6]1[C:7](=[O:8])[NH:9][c:10]1[cH:11][c:12]([CH3:26])[cH:13][c:14]([O:16][c:17]2[cH:18][n:19][c:20]([NH2:23])[cH:21][cH:22]2)[cH:15]1. Starting materials: CN1CCCN(C1=O)C (DMPU), FC(C=1C=C(C=CC1)CC(=O)OC)(F)F (methyl [3-(trifluoromethyl)phenyl]acetate), BrCN1C(C=2C(C1=O)=CC=CC2)=O (N-bromomethylphthalimide), Cl (hydrochloric acid). Solvent: C1CCOC1 (THF), C1CCOC1 (THF). Run at temperature -78 celsius, time 20 minute. The product is O=C1N(C(C2=CC=CC=C12)=O)CC(C(=O)OC)C1=CC(=CC=C1)C(F)(F)F (Methyl 3-(1,3-dioxo-1,3-dihydro-2H-isoindol-2-yl)-2-[3-(trifluoromethyl)phenyl]propanoate). RXN SMILES: CN1C(=O)N(C)CCC1.[F:10][C:11]([F:24])([F:23])[C:12]1[CH:13]=[C:14]([CH2:18][C:19]([O:21][CH3:22])=[O:20])[CH:15]=[CH:16][CH:17]=1.Br[CH2:26][N:27]1[C:31](=[O:32])[C:30]2=[CH:33][CH:34]=[CH:35][CH:36]=[C:29]2[C:28]1=[O:37].Cl>C1COCC1>[O:37]=[C:28]1[C:29]2[C:30](=[CH:33][CH:34]=[CH:35][CH:36]=2)[C:31](=[O:32])[N:27]1[CH2:26][CH:18]([C:14]1[CH:15]=[CH:16][CH:17]=[C:12]([C:11]([F:23])([F:24])[F:10])[CH:13]=1)[C:19]([O:21][CH3:22])=[O:20]. Procedure details: Over about 5 min, a solution of n-butyllithium (1.6 M in hexane, 18.75 ml, 30 mmol) was added dropwise to a solution, pre-cooled to −20° C., of 4.91 ml (35 mmol) of diisopropylamine in 50 ml of THF. The LDA solution obtained in this manner was cooled to −78° C., and 15.1 ml of DMPU (1,3-dimethyltetrahydro-2(1H)-pyrimidinone, 125 mmol) were added. After 20 min at −78° C., a solution of 5.45 g (25 mmol) of methyl [3-(trifluoromethyl)phenyl]acetate in 35 ml of THF was slowly added dropwise. After a... Reactants: CN1CCNCC1 (1-methyl piperazine), BrC=1C=NC(=NC1)N1CCC(CC1)C1=NC=2CC(CC(C2C(=C1C(C1=CC=C(C=C1)C(F)(F)F)F)C1CCC(CC1)(F)F)OCC1=CC=C(C=C1)OC)(C)C ((−)-2-[1-(5-Bromopyrimidin-2-yl)piperidin-4-yl]-4-(4,4-difluorocyclohexyl)-3-{fluoro[4-(trifluoromethyl)phenyl]methyl}-5-[(4-methoxybenzyl)oxy]-7,7-dimethyl-5,6,7,8-tetrahydroquinoline). The product is FC1(CCC(CC1)C1=C(C(=NC=2CC(CC(C12)O)(C)C)C1CCN(CC1)C1=NC=C(C=N1)N1CCN(CC1)C)C(C1=CC=C(C=C1)C(F)(F)F)F)F ((−)-4-(4,4-Difluorocyclohexyl)-3-{fluoro[4-(trifluoromethyl)phenyl]methyl}-7,7-dimethyl-2-{1-[5-(4-methylpiperazin-1-yl)pyrimidin-2-yl]piperidin-4-yl}-5,6,7,8-tetrahydroquinolin-5-ol), solid. The yield is 34.0%. Reaction SMILES: [CH3:1][N:2]1[CH2:7][CH2:6][NH:5][CH2:4][CH2:3]1.Br[C:9]1[CH:10]=[N:11][C:12]([N:15]2[CH2:20][CH2:19][CH:18]([C:21]3[C:30]([CH:31]([F:42])[C:32]4[CH:37]=[CH:36][C:35]([C:38]([F:41])([F:40])[F:39])=[CH:34][CH:33]=4)=[C:29]([CH:43]4[CH2:48][CH2:47][C:46]([F:50])([F:49])[CH2:45][CH2:44]4)[C:28]4[CH:27]([O:51]CC5C=CC(OC)=CC=5)[CH2:26][C:25]([CH3:62])([CH3:61])[CH2:24][C:23]=4[N:22]=3)[CH2:17][CH2:16]2)=[N:13][CH:14]=1>>[F:50][C:46]1([F:49])[CH2:47][CH2:48][CH:43]([C:29]2[C:28]3[CH:27]([OH:51])[CH2:26][C:25]([CH3:61])([CH3:62])[CH2:24][C:23]=3[N:22]=[C:21]([CH:18]3[CH2:19][CH2:20][N:15]([C:12]4[N:13]=[CH:14][C:9]([N:5]5[CH2:6][CH2:7][N:2]([CH3:1])[CH2:3][CH2:4]5)=[CH:10][N:11]=4)[CH2:16][CH2:17]3)[C:30]=2[CH:31]([F:42])[C:32]2[CH:33]=[CH:34][C:35]([C:38]([F:40])([F:41])[F:39])=[CH:36][CH:37]=2)[CH2:44][CH2:45]1. Procedure details: Reactions similar to those of the first step of Example 5 and Example 7 were performed except for using 1-methyl piperazine instead of morpholine, and from 120 mg (0.144 mmol) of (−)-2-[1-(5-Bromopyrimidin-2-yl)piperidin-4-yl]-4-(4,4-difluorocyclohexyl)-3-{fluoro[4-(trifluoromethyl)phenyl]methyl}-5-[(4-methoxybenzyl)oxy]-7,7-dimethyl-5,6,7,8-tetrahydroquinoline, which was prepared by a method similar to that of Reference Example 11, 36 mg of the title compound was obtained as a light yellow soli... Reactants: FC1=C(C=CC(=C1)C=1C=2C3=C(C(NC2C=CC1OC)=O)SC=C3)C(CNC(OC(C)(C)C)=O)C (tert-butyl 2-(2-fluoro-4-(8-methoxy-4-oxo-4,5-dihydrothieno[2,3-c]quinolin-9-yl)phenyl)propylcarbamate), C1CC(=O)N(C1=O)Br (NBS). Yields the product BrC1=CC(=C(C=2C3=C(C(NC12)=O)SC=C3)C3=CC(=C(C=C3)C(CNC(OC(C)(C)C)=O)C)F)OC (tert-Butyl 2-(4-(6-bromo-8-methoxy-4-oxo-4,5-dihydrothieno[2,3-c]quinolin-9-yl)-2-fluorophenyl)propylcarbamate). The yield is 49.9%. RXN SMILES: [F:1][C:2]1[CH:7]=[C:6]([C:8]2[C:9]3[C:10]4[CH:23]=[CH:22][S:21][C:11]=4[C:12](=[O:20])[NH:13][C:14]=3[CH:15]=[CH:16][C:17]=2[O:18][CH3:19])[CH:5]=[CH:4][C:3]=1[CH:24]([CH3:34])[CH2:25][NH:26][C:27](=[O:33])[O:28][C:29]([CH3:32])([CH3:31])[CH3:30].C1C(=O)N([Br:42])C(=O)C1>>[Br:42][C:15]1[C:14]2[NH:13][C:12](=[O:20])[C:11]3[S:21][CH:22]=[CH:23][C:10]=3[C:9]=2[C:8]([C:6]2[CH:5]=[CH:4][C:3]([CH:24]([CH3:34])[CH2:25][NH:26][C:27](=[O:33])[O:28][C:29]([CH3:30])([CH3:32])[CH3:31])=[C:2]([F:1])[CH:7]=2)=[C:17]([O:18][CH3:19])[CH:16]=1. Procedure details: Following General Procedure I, tert-butyl 2-(2-fluoro-4-(8-methoxy-4-oxo-4,5-dihydrothieno[2,3-c]quinolin-9-yl)phenyl)propylcarbamate (500 mg, 1.0 mmol) was reacted with NBS (220 mg, 1.2 mmol) to afford the desired product (280 mg, 48%) as a brown oil. ESI MS m/z 561 [C26H26BrFN2O4S+H]+. Reactants: C(C1=CC=CC=C1)Br (benzyl bromide), C(C)(C)C1=NC(=C(C(=C1C(=O)OCC)C1=CC=C(C=C1)F)CO)C(C)C (Ethyl 2,6-diisopropyl-4-(4-fluorophenyl)-5-hydroxymethylpyridine-3-carboxylate), [H-].[Na+] (sodium hydride), O (water). Procedure details: 4.5 g (12.5 mmol) of the compound from Example 4 in 50 ml of dimethylformamide are added dropwise under nitrogen to a suspension of 414 mg (13.8 mmol) of 80% strength sodium hydride in 20 ml of dimethylformamide at 0° C. and the mixture is stirred for 30 minutes at the same temperature. Subsequently, 1.65 ml (13.8 mmol) of benzyl bromide in 20 ml of dimethylformamide are added dropwise and the mixture is stirred for a further 3 h at room temperature. The mixture is poured into 300 ml of water at... The product is C(C1=CC=CC=C1)OCC=1C(=C(C(=NC1C(C)C)C(C)C)C(=O)OCC)C1=CC=C(C=C1)F (Ethyl 5-benzyloxymethyl-2,6-diisopropyl-4-(4-fluorophenyl)-pyridine-3-carboxylate). Reaction conditions: time 30 minute. Run in CN(C=O)C (dimethylformamide), CN(C=O)C (dimethylformamide), CN(C=O)C (dimethylformamide). RXN SMILES: [CH:1]([C:4]1[C:9]([C:10]([O:12][CH2:13][CH3:14])=[O:11])=[C:8]([C:15]2[CH:20]=[CH:19][C:18]([F:21])=[CH:17][CH:16]=2)[C:7]([CH2:22][OH:23])=[C:6]([CH:24]([CH3:26])[CH3:25])[N:5]=1)([CH3:3])[CH3:2].[H-].[Na+].[CH2:29](Br)[C:30]1[CH:35]=[CH:34][CH:33]=[CH:32][CH:31]=1.O>CN(C)C=O>[CH2:29]([O:23][CH2:22][C:7]1[C:8]([C:15]2[CH:16]=[CH:17][C:18]([F:21])=[CH:19][CH:20]=2)=[C:9]([C:10]([O:12][CH2:13][CH3:14])=[O:11])[C:4]([CH:1]([CH3:3])[CH3:2])=[N:5][C:6]=1[CH:24]([CH3:25])[CH3:26])[C:30]1[CH:35]=[CH:34][CH:33]=[CH:32][CH:31]=1 |f:1.2|. Starting materials: ClC1=NC(=NC(=N1)Cl)NC(C)C (2,4-dichloro-6-isopropylamino-s-triazine), C(C)N (ethylamine), [OH-].[Na+] (sodium hydroxide). Product: ClC1=NC(=NC(=N1)NCC)NC(C)C (2-chloro-4-ethylamino-6-isopropylamino-s-triazine). As a reaction SMILES: Cl[C:2]1[N:7]=[C:6]([Cl:8])[N:5]=[C:4]([NH:9][CH:10]([CH3:12])[CH3:11])[N:3]=1.[CH2:13]([NH2:15])[CH3:14].[OH-].[Na+]>>[Cl:8][C:6]1[N:7]=[C:2]([NH:15][CH2:13][CH3:14])[N:3]=[C:4]([NH:9][CH:10]([CH3:12])[CH3:11])[N:5]=1 |f:2.3|. Reported procedure: In stage (b) the 2,4-dichloro-6-isopropylamino-s-triazine obtained in stage (a), ethylamine and sodium hydroxide, are reacted to produce 2-chloro-4-ethylamino-6-isopropylamino-s-triazine according to the scheme: ##STR4## Reactants: N1=CC=CC=C1 (pyridine), O=C1N(CCN1)NC(OC(C)(C)C)=O (N-(2-Oxo-1-imidazolidinyl)carbamic acid, 1,1-dimethylethyl ester), BrCC(=O)Br (bromoacetyl bromide). Run in ClCCl (dichloromethane). Conditions: temperature 0 celsius. Product: BrCC(=O)N1C(N(CC1)NC(OC(C)(C)C)=O)=O (N-[3-(Bromoacetyl)-2-oxo-1-imidazolidinyl]-carbamic acid, 1,1-dimethylethyl ester). RXN SMILES: [O:1]=[C:2]1[NH:6][CH2:5][CH2:4][N:3]1[NH:7][C:8](=[O:14])[O:9][C:10]([CH3:13])([CH3:12])[CH3:11].N1C=CC=CC=1.[Br:21][CH2:22][C:23](Br)=[O:24]>ClCCl>[Br:21][CH2:22][C:23]([N:6]1[CH2:5][CH2:4][N:3]([NH:7][C:8](=[O:14])[O:9][C:10]([CH3:11])([CH3:13])[CH3:12])[C:2]1=[O:1])=[O:24]. Procedure: N-(2-Oxo-1-imidazolidinyl)carbamic acid, 1,1-dimethylethyl ester (12.0 g, 0.06 mmol) was dissolved in dichloromethane (75 ml) containing pyridine (5.2 g, 0.066 mol). The solution was cooled to 0° C. and treated slowly with bromoacetyl bromide (13.3 g, 0.066 mol). The solution was evaporated in vacuo to give a yellow oil. The oil was chromatographed on silica gel (~300 g) eluting with 10% ethyl acetate/dichloromethane. The appropriate fractions were combined and evaporated in vacuo to give the ti...